Dataset: the Open Reaction Database (ORD), a public repository of structured organic reaction records. Task: describe an organic reaction: reactants, conditions, products, and yield Starting materials: [K+], [K+], Nc1c(Nc2ccc(Cl)nc2)c(=O)c1=O, O=C([O-])[O-], CC(C)(C)C(NC(=O)c1ccc(Cl)cc1)n1nnc2ccccc21. Product: CC(C)(C)C(NC(=O)c1ccc(Cl)cc1)Nc1c(Nc2ccc(Cl)nc2)c(=O)c1=O. RXN SMILES: [K+:40].[K+:41].[NH2:1][c:2]1[c:3](=[O:15])[c:4](=[O:14])[c:5]1[NH:6][c:7]1[cH:8][n:9][c:10]([Cl:13])[cH:11][cH:12]1.[O-:42][C:43]([O-:44])=[O:45].[n:16]1([CH:25]([C:26]([CH3:27])([CH3:28])[CH3:29])[NH:30][C:31]([c:32]2[cH:33][cH:34][c:35]([Cl:38])[cH:36][cH:37]2)=[O:39])[c:17]2[cH:18][cH:19][cH:20][cH:21][c:22]2[n:23][n:24]1>>[NH:1]([c:2]1[c:3](=[O:15])[c:4](=[O:14])[c:5]1[NH:6][c:7]1[cH:8][n:9][c:10]([Cl:13])[cH:11][cH:12]1)[CH:25]([C:26]([CH3:27])([CH3:28])[CH3:29])[NH:30][C:31]([c:32]1[cH:33][cH:34][c:35]([Cl:38])[cH:36][cH:37]1)=[O:39]. Starting materials: CC(O)COCC1=CC=CC=C1 (CH3CH(OH)CH2OCH2Ph), N1=CC=CC=C1 (pyridine), C1(=CC=C(C=C1)S(=O)(=O)Cl)C (p-toluenesulfonic acid chloride). Solvent: O (water). Run at time 4 day. The product is C1(=CC=CC=C1)COCC(C)OS(=O)(=O)C1=CC=C(C)C=C1 (PhCH2OCH2CH(CH3)OTs). The yield is 73.9%. As a reaction SMILES: [CH3:1][CH:2]([CH2:4][O:5][CH2:6][C:7]1[CH:12]=[CH:11][CH:10]=[CH:9][CH:8]=1)[OH:3].N1C=CC=CC=1.[C:19]1([CH3:29])[CH:24]=[CH:23][C:22]([S:25](Cl)(=[O:27])=[O:26])=[CH:21][CH:20]=1>O>[C:7]1([CH2:6][O:5][CH2:4][CH:2]([O:3][S:25]([C:22]2[CH:23]=[CH:24][C:19]([CH3:29])=[CH:20][CH:21]=2)(=[O:27])=[O:26])[CH3:1])[CH:12]=[CH:11][CH:10]=[CH:9][CH:8]=1. Reported procedure: CH3CH(OH)CH2OCH2Ph (50.0 g) and pyridine (150 ml) were put into a flask, and under cooling with ice, p-toluenesulfonic acid chloride (63.2 g) was added over a period of 30 minutes. The mixture was stirred at room temperature for 4 days, and then water (150 ml) was added, followed by extraction twice with dichloromethane (100 ml). The extracted organic phase was washed twice with a KHCO3 saturated aqueous solution (100 ml) and twice with water (100 ml), dried over magnesium sulfate, filtered and ... Reactants: Cn1nc(C(F)(F)F)c(CSC2=NOC(C)(C)C2)c1C#N, ClC(Cl)Cl, O=C(OO)c1cccc(Cl)c1, O. Product: Cn1nc(C(F)(F)F)c(CS(=O)(=O)C2=NOC(C)(C)C2)c1C#N. RXN SMILES: [C:12](#[N:13])[c:14]1[c:15]([CH2:24][S:25][C:26]2=[N:27][O:28][C:29]([CH3:31])([CH3:32])[CH2:30]2)[c:16]([C:20]([F:21])([F:22])[F:23])[n:17][n:18]1[CH3:19].[CH:34]([Cl:35])([Cl:36])[Cl:37].[Cl:1][c:2]1[cH:3][cH:4][cH:5][c:6]([C:7]([O:8][OH:10])=[O:9])[cH:11]1.[OH2:33]>>[O:9]=[S:25]([CH2:24][c:15]1[c:14]([C:12]#[N:13])[n:18]([CH3:19])[n:17][c:16]1[C:20]([F:21])([F:22])[F:23])([C:26]1=[N:27][O:28][C:29]([CH3:31])([CH3:32])[CH2:30]1)=[O:33].